Dataset: the Open Reaction Database (ORD), a public repository of structured organic reaction records. Task: describe an organic reaction: reactants, conditions, products, and yield Starting materials: O=C([O-])[O-], N#CCCC1CNCCO1, CCC(C)=O, ClCc1ccccc1, [I-], [K+], [K+], [K+]. Yields the product N#CCCC1CN(Cc2ccccc2)CCO1. As a reaction SMILES: [C:19](=[O:20])([O-:21])[O-:22].[C:1](#[N:2])[CH2:3][CH2:4][CH:5]1[O:6][CH2:7][CH2:8][NH:9][CH2:10]1.[CH2:27]([C:28]([CH3:29])=[O:30])[CH3:31].[Cl:11][CH2:12][c:13]1[cH:14][cH:15][cH:16][cH:17][cH:18]1.[I-:26].[K+:23].[K+:24].[K+:25]>>[C:1](#[N:2])[CH2:3][CH2:4][CH:5]1[O:6][CH2:7][CH2:8][N:9]([CH2:12][c:13]2[cH:14][cH:15][cH:16][cH:17][cH:18]2)[CH2:10]1.